Dataset: the Open Reaction Database (ORD), a public repository of structured organic reaction records. Task: describe an organic reaction: reactants, conditions, products, and yield Starting materials: BrC(C(=O)C1=CC=C(C=C1)Cl)CC (2-Bromo-1-(4-chlorophenyl)-1-butanone), COC1=CC=C(C=C1)N1CCN(CC1)C1=CC=C(C=N1)N1C(NN=C1)=O (2,4-dihydro-4-[6-[4-(4-methoxyphenyl)-1-piperazinyl]-3-pyridinyl]-3H-1,2,4-triazol-3-one), C([O-])([O-])=O.[Na+].[Na+] (sodium carbonate), O (water). The solvent is ClC(Cl)Cl (trichloromethane), CC1=CC=CC=C1 (methylbenzene), CN(C=O)C (N,N-dimethylformamide). Run at time 1 hour. The product is ClC1=CC=C(C(=O)C(CC)N2N=CN(C2=O)C=2C=NC(=CC2)N2CCN(CC2)C2=CC=C(C=C2)OC)C=C1 ((±)-2-[1-(4-chlorobenzoyl)propyl]-2,4-dihydro-4-[6-[4-(4-methoxyphenyl)-1-piperazinyl]-3-pyridinyl]-3H-1,2,4-triazol-3-one). Yield: 80.4%. RXN SMILES: [CH3:1][O:2][C:3]1[CH:8]=[CH:7][C:6]([N:9]2[CH2:14][CH2:13][N:12]([C:15]3[N:20]=[CH:19][C:18]([N:21]4[CH:25]=[N:24][NH:23][C:22]4=[O:26])=[CH:17][CH:16]=3)[CH2:11][CH2:10]2)=[CH:5][CH:4]=1.C(=O)([O-])[O-].[Na+].[Na+].Br[CH:34]([CH2:44][CH3:45])[C:35]([C:37]1[CH:42]=[CH:41][C:40]([Cl:43])=[CH:39][CH:38]=1)=[O:36].O>CC1C=CC=CC=1.CN(C)C=O.ClC(Cl)Cl>[Cl:43][C:40]1[CH:39]=[CH:38][C:37]([C:35]([CH:34]([N:23]2[C:22](=[O:26])[N:21]([C:18]3[CH:19]=[N:20][C:15]([N:12]4[CH2:11][CH2:10][N:9]([C:6]5[CH:7]=[CH:8][C:3]([O:2][CH3:1])=[CH:4][CH:5]=5)[CH2:14][CH2:13]4)=[CH:16][CH:17]=3)[CH:25]=[N:24]2)[CH2:44][CH3:45])=[O:36])=[CH:42][CH:41]=1 |f:1.2.3|. Procedure: A mixture of 2,4-dihydro-4-[6-[4-(4-methoxyphenyl)-1-piperazinyl]-3-pyridinyl]-3H-1,2,4-triazol-3-one (0.014 mol) and sodium carbonate (0.06 mol) in methylbenzene (30 ml) and N,N-dimethylformamide (70 ml) was stirred and refluxed. 2-Bromo-1-(4-chlorophenyl)-1-butanone (0.015 mol) in trichloromethane (20 ml) was added dropwise and the mixture was stirred and refluxed with a water separator for 1 hour. The mixture was filtered warm and the tiltrate was evaporated. The residue was purified by colum...